From a dataset of the Open Reaction Database (ORD), a public repository of structured organic reaction records. describe an organic reaction: reactants, conditions, products, and yield Starting materials: FC1=C(C=C(C=C1)F)C1=C[C@](N(C1)C(=O)N(C)[C@@H]1[C@@H](CN(CC1)C)F)(C1=CC=CC=C1)CO ((2S)-4-(2,5-Difluorophenyl)-N-[(3R,4S)-3-fluoro-1-methylpiperidin-4-yl]-2-(hydroxymethyl)-N-methyl-2-phenyl-2,5-dihydro-1H-pyrrole-1-carboxamide), C1=CC(=CC(=C1)Cl)C(=O)OO (mCPBA). The solvent is C(Cl)Cl (CH2Cl2). Conditions: time 30 minute. Product: FC1=C(C=C(C=C1)F)C1=C[C@](N(C1)C(=O)N(C)[C@@H]1[C@@H](C[N+](CC1)([O-])C)F)(C1=CC=CC=C1)CO ((2S)-4-(2,5-Difluorophenyl)-N-[(3R,4S)-3-fluoro-1-methyl-1-oxidopiperidin-4-yl]-2-(hydroxymethyl)-N-methyl-2-phenyl-2,5-dihydro-1H-pyrrole-1-carboxamide). As a reaction SMILES: [F:1][C:2]1[CH:7]=[CH:6][C:5]([F:8])=[CH:4][C:3]=1[C:9]1[CH2:13][N:12]([C:14]([N:16]([C@H:18]2[CH2:23][CH2:22][N:21]([CH3:24])[CH2:20][C@H:19]2[F:25])[CH3:17])=[O:15])[C@:11]([CH2:32][OH:33])([C:26]2[CH:31]=[CH:30][CH:29]=[CH:28][CH:27]=2)[CH:10]=1.C1C=C(Cl)C=C(C(OO)=[O:42])C=1>C(Cl)Cl>[F:1][C:2]1[CH:7]=[CH:6][C:5]([F:8])=[CH:4][C:3]=1[C:9]1[CH2:13][N:12]([C:14]([N:16]([C@H:18]2[CH2:23][CH2:22][N+:21]([CH3:24])([O-:42])[CH2:20][C@H:19]2[F:25])[CH3:17])=[O:15])[C@:11]([CH2:32][OH:33])([C:26]2[CH:27]=[CH:28][CH:29]=[CH:30][CH:31]=2)[CH:10]=1. Procedure details: To a solution of 20 mg (0.044 mmol) of 3-1 in 1 mL of CH2Cl2 at 0° C. was added 11 g (˜0.048 mmol) of mCPBA. The ice-bath was removed and the reaction was stirred for 30 min. The mixture was partitioned with EtOAc and saturated aqueous NaHCO3, separated, washed with H2O, brine, dried over Na2SO4 and concentrated by rotary evaporation. The residue was loaded onto a silica gel column and eluted with EtOAc—20:1:1 EtOH/NH4OH/H2O to provide 9-1 as a white foam. Data for 9-1: 1HNMR (500 MHz, CDCl3) δ ... The reactants are C1(CC1)COC=1C=C(C=CC1OC(F)F)C(CC(=O)O)N1C(C2=CC=CC=C2C1=O)=O (3-(3-cyclopropylmethoxy-4-difluoromethoxy-phenyl)-3-(1,3-dioxo-1,3-dihydro-isoindol-2-yl)-propionic acid), C(=O)(N1C=NC=C1)N1C=NC=C1 (carbonyldiimidazole), O (Water), Cl.NO (hydroxylamine HCl salt). Solvent: O1CCCC1 (tetrahydrofurane). Run at time 2 hour. The product is C1(CC1)COC=1C=C(C=CC1OC(F)F)C(CC(=O)NO)N1C(C2=CC=CC=C2C1=O)=O (3-(3-cyclopropylmethoxy-4-difluoromethoxy-phenyl)-3-(1,3-dioxo-1,3-dihydro-isoindol-2-yl)-N-hydroxy-propionamide). Yield: 68.2%. Reaction SMILES: [CH:1]1([CH2:4][O:5][C:6]2[CH:7]=[C:8]([CH:16]([N:21]3[C:29](=[O:30])[C:28]4[C:23](=[CH:24][CH:25]=[CH:26][CH:27]=4)[C:22]3=[O:31])[CH2:17][C:18](O)=[O:19])[CH:9]=[CH:10][C:11]=2[O:12][CH:13]([F:15])[F:14])[CH2:3][CH2:2]1.C(N1C=CN=C1)(N1C=CN=C1)=O.Cl.[NH2:45][OH:46].O>O1CCCC1>[CH:1]1([CH2:4][O:5][C:6]2[CH:7]=[C:8]([CH:16]([N:21]3[C:29](=[O:30])[C:28]4[C:23](=[CH:24][CH:25]=[CH:26][CH:27]=4)[C:22]3=[O:31])[CH2:17][C:18]([NH:45][OH:46])=[O:19])[CH:9]=[CH:10][C:11]=2[O:12][CH:13]([F:15])[F:14])[CH2:3][CH2:2]1 |f:2.3|. Reported procedure: To a solution of 3-(3-cyclopropylmethoxy-4-difluoromethoxy-phenyl)-3-(1,3-dioxo-1,3-dihydro-isoindol-2-yl)-propionic acid (1.1 g, 2.6 mmol) in tetrahydrofurane was added carbonyldiimidazole (0.73 g, 4.5 mmol) at room temperature. The solution was stirred for 2 hours at room temperature. To the mixture was added hydroxylamine HCl salt (0.4 g, 2.3 mmol). The resulted mixture was stirred at room temperature for 4 hours. Water (20 ml) was added to the reaction mixture. THF was removed in vacuo and t...